This data is from the Open Reaction Database (ORD), a public repository of structured organic reaction records. The task is: describe an organic reaction: reactants, conditions, products, and yield The reactants are [BH4-], CC(=O)Nc1cccc(C(=O)CN2CCN(c3cccc4nc(C)ccc34)CC2)c1, ClCCl, [Na+]. Product: CC(=O)Nc1cccc(C(O)CN2CCN(c3cccc4nc(C)ccc34)CC2)c1. As a reaction SMILES: [BH4-:1].[CH3:3][c:4]1[n:5][c:6]2[cH:7][cH:8][cH:9][c:10]([N:14]3[CH2:15][CH2:16][N:17]([CH2:20][C:21](=[O:22])[c:23]4[cH:24][c:25]([NH:29][C:30]([CH3:31])=[O:32])[cH:26][cH:27][cH:28]4)[CH2:18][CH2:19]3)[c:11]2[cH:12][cH:13]1.[Cl:33][CH2:34][Cl:35].[Na+:2]>>[CH3:3][c:4]1[n:5][c:6]2[cH:7][cH:8][cH:9][c:10]([N:14]3[CH2:15][CH2:16][N:17]([CH2:20][CH:21]([OH:22])[c:23]4[cH:24][c:25]([NH:29][C:30]([CH3:31])=[O:32])[cH:26][cH:27][cH:28]4)[CH2:18][CH2:19]3)[c:11]2[cH:12][cH:13]1. Starting materials: Br, CCc1c(C)cc(OC)c(C)c1C, O. Product: CCc1c(C)cc(O)c(C)c1C. As a reaction SMILES: [BrH:14].[CH2:1]([CH3:2])[c:3]1[c:4]([CH3:13])[c:5]([CH3:12])[c:6]([O:10][CH3:11])[cH:7][c:8]1[CH3:9].[OH2:15]>>[CH2:1]([CH3:2])[c:3]1[c:4]([CH3:13])[c:5]([CH3:12])[c:6]([OH:10])[cH:7][c:8]1[CH3:9]. Reactants: CCOC(=O)C(Br)c1ccc(C)cc1, C1CCOC1, [H-], [Na+], Oc1ccccc1-n1cccc1. Yields the product CCOC(=O)C(Oc1ccccc1-n1cccc1)c1ccc(C)cc1. RXN SMILES: [Br:15][CH:16]([C:17](=[O:18])[O:19][CH2:20][CH3:21])[c:22]1[cH:23][cH:24][c:25]([CH3:28])[cH:26][cH:27]1.[CH2:29]1[O:30][CH2:31][CH2:32][CH2:33]1.[H-:1].[Na+:2].[OH:3][c:4]1[c:5](-[n:10]2[cH:11][cH:12][cH:13][cH:14]2)[cH:6][cH:7][cH:8][cH:9]1>>[O:3]([c:4]1[c:5](-[n:10]2[cH:11][cH:12][cH:13][cH:14]2)[cH:6][cH:7][cH:8][cH:9]1)[CH:16]([C:17](=[O:18])[O:19][CH2:20][CH3:21])[c:22]1[cH:23][cH:24][c:25]([CH3:28])[cH:26][cH:27]1. As a reaction SMILES: C(OC([NH:8][C:9]1[CH2:10][C:11]([C:36](=[O:52])[N:37]([CH2:41][CH2:42][CH2:43][O:44][Si](C(C)(C)C)(C)C)[CH2:38][CH2:39][CH3:40])=[CH:12][C:13]2[CH:19]=[CH:18][C:17]([C:20]3[CH:25]=[CH:24][C:23]([CH2:26][C:27]([O:29][CH2:30][CH2:31][CH2:32][N:33]([CH3:35])[CH3:34])=[O:28])=[CH:22][CH:21]=3)=[CH:16][C:14]=2[N:15]=1)=O)(C)(C)C>ClCCl.C(O)(C(F)(F)F)=O>[NH2:8][C:9]1[CH2:10][C:11]([C:36](=[O:52])[N:37]([CH2:41][CH2:42][CH2:43][OH:44])[CH2:38][CH2:39][CH3:40])=[CH:12][C:13]2[CH:19]=[CH:18][C:17]([C:20]3[CH:25]=[CH:24][C:23]([CH2:26][C:27]([O:29][CH2:30][CH2:31][CH2:32][N:33]([CH3:34])[CH3:35])=[O:28])=[CH:22][CH:21]=3)=[CH:16][C:14]=2[N:15]=1. Reactants: C(C)(C)(C)OC(=O)N/C=1/C\C(=C/C2=C(\N1)C=C(C=C2)C2=CC=C(C=C2)CC(=O)OCCCN(C)C)\C(N(CCC)CCCO[Si](C)(C)C(C)(C)C)=O (3-(dimethylamino)propyl 2-(4-((1E,4E)-2-(tert-butoxycarbonylamino)-4-((3-(tert-butyldimethylsilyloxy)propyl)(propyl)carbamoyl)-3H-benzo[b]azepin-8-yl)phenyl)acetate). The solvent is ClCCl (dichloromethane), C(=O)(C(F)(F)F)O (TFA). Reaction conditions: time 1 hour. The product is N/C=1/C\C(=C/C2=C(\N1)C=C(C=C2)C2=CC=C(C=C2)CC(=O)OCCCN(C)C)\C(N(CCC)CCCO)=O (3-(dimethylamino)propyl 2-(4-((1E,4E)-2-amino-4-((3-hydroxypropyl)(propyl)carbamoyl)-3H-benzo[b]azepin-8-yl)phenyl)acetate). Procedure details: 3-(dimethylamino)propyl 2-(4-((1E,4E)-2-(tert-butoxycarbonylamino)-4-((3-(tert-butyldimethylsilyloxy)propyl)(propyl)carbamoyl)-3H-benzo[b]azepin-8-yl)phenyl)acetate was dissolved in 2 mls of dichloromethane and 0.5 ml of TFA. After about one hour, the mixture was concentrated under reduced pressure and the resulting residue was then re-dissolved in dichloromethane and 1 ml of concentrated ammonium hydroxide added and the mixture vigorously stirred for 15 minutes. This mixture was then diluted wi...